Dataset: the Open Reaction Database (ORD), a public repository of structured organic reaction records. Task: describe an organic reaction: reactants, conditions, products, and yield Product: ClC1=C(C=CC(=C1)Cl)C1=CC2=C(N(C3=CC=C(C=C23)C=2N(N=CC2)CC)C(F)F)N(C1=O)C (3-(2,4-Dichlorophenyl)-9-difluoromethyl-6-(2-ethyl-2H-pyrazol-3-yl)-1-methyl-1,9-dihydropyrido[2,3-b]indol-2-one). The reactants are compound B, ClC1=C(C=CC(=C1)Cl)C1=CC2=C(N(C3=CC=C(C=C23)C(\C=C\N(C)C)=O)C(F)F)N(C1=O)C (3-(2,4-dichlorophenyl)-9-difluoromethyl-6-((E)-3-dimethylaminoacryloyl)-1-methyl-1,9-dihydropyrido[2,3-b]indol-2-one), C(C(=O)O)(=O)O.C(C)NN (ethylhydrazine oxalate). Reported procedure: The process is carried out as indicated in Example 37 above, with compound B, 3-(2,4-dichlorophenyl)-9-difluoromethyl-6-((E)-3-dimethylaminoacryloyl)-1-methyl-1,9-dihydropyrido[2,3-b]indol-2-one, and ethylhydrazine oxalate. Reaction SMILES: [Cl:1][C:2]1[CH:7]=[C:6]([Cl:8])[CH:5]=[CH:4][C:3]=1[C:9]1[C:31](=[O:32])[N:30]([CH3:33])[C:12]2[N:13]([CH:27]([F:29])[F:28])[C:14]3[C:19]([C:11]=2[CH:10]=1)=[CH:18][C:17]([C:20](=O)/[CH:21]=[CH:22]/[N:23](C)C)=[CH:16][CH:15]=3.C(O)(=O)C(O)=O.[CH2:40]([NH:42]N)[CH3:41]>>[Cl:1][C:2]1[CH:7]=[C:6]([Cl:8])[CH:5]=[CH:4][C:3]=1[C:9]1[C:31](=[O:32])[N:30]([CH3:33])[C:12]2[N:13]([CH:27]([F:28])[F:29])[C:14]3[C:19]([C:11]=2[CH:10]=1)=[CH:18][C:17]([C:20]1[N:42]([CH2:40][CH3:41])[N:23]=[CH:22][CH:21]=1)=[CH:16][CH:15]=3 |f:1.2|.